This data is from the Open Reaction Database (ORD), a public repository of structured organic reaction records. The task is: describe an organic reaction: reactants, conditions, products, and yield Reactants: BrC=1C=C(C=CC1)NC1=NC=NC=2C=C(C(=C(C12)N)OC)OC (N4-(3-bromo-phenyl)-6,7-dimethoxy-quinazoline-4,5-diamine), C(CC)(=O)OC(CC)=O (propionic anhydride), [OH-].[Na+] (NaOH). The product is BrC=1C=C(C=CC1)N1C(=NC=2C(=C(C=C3N=CN=C1C23)OC)OC)CC (3-(3-bromo-phenyl)-2-ethyl-8,9-dimethoxy-3H-1,3,4,6-tetraaza-phenalene). RXN SMILES: [Br:1][C:2]1[CH:3]=[C:4]([NH:8][C:9]2[C:18]3[C:17]([NH2:19])=[C:16]([O:20][CH3:21])[C:15]([O:22][CH3:23])=[CH:14][C:13]=3[N:12]=[CH:11][N:10]=2)[CH:5]=[CH:6][CH:7]=1.[OH-].[Na+].[C:26](OC(=O)CC)(=O)[CH2:27][CH3:28]>>[Br:1][C:2]1[CH:3]=[C:4]([N:8]2[C:9]3[C:18]4[C:13]([N:12]=[CH:11][N:10]=3)=[CH:14][C:15]([O:22][CH3:23])=[C:16]([O:20][CH3:21])[C:17]=4[N:19]=[C:26]2[CH2:27][CH3:28])[CH:5]=[CH:6][CH:7]=1 |f:1.2|. Reported procedure: A solution of N4-(3-bromo-phenyl)-6,7-dimethoxy-quinazoline-4,5-diamine (120 mg, 0.32 mmol) (from Example 6, Step B, supra) in propionic anhydride (3 mL) (Aldrich) was heated at 170° C. for 2 hours. Aqueous NaOH solution was added to the reaction mixture to a pH 10–12. The solution was extracted with chloroform (50 mL). The organic layer was separated, dried over Na2SO4, and concentrated. This residue was purified by chromatography using EtOAc/Et3N (1:0.05) as eluent to give the desired 3-(3-bro... As a reaction SMILES: [NH2:1][C:2]1[CH:7]=[CH:6][CH:5]=[CH:4][C:3]=1[NH:8][C:9]1[CH:13]=[C:12]([CH3:14])[N:11]([CH3:15])[C:10]=1[C:16]([O:18]CC)=O.[Na].C(O)(=O)C>C(O)C>[CH3:15][N:11]1[C:10]2[C:16](=[O:18])[NH:1][C:2]3[CH:7]=[CH:6][CH:5]=[CH:4][C:3]=3[NH:8][C:9]=2[CH:13]=[C:12]1[CH3:14] |^1:20|. Starting materials: NC1=C(C=CC=C1)NC1=C(N(C(=C1)C)C)C(=O)OCC (ethyl 3-(2-aminophenyl)amino-1,5-dimethyl-1H-pyrrole-2-carboxylate), [Na] (sodium), C(C)(=O)O (acetic acid). Procedure details: 2.73 g (0.01 mole) of ethyl 3-(2-aminophenyl)amino-1,5-dimethyl-1H-pyrrole-2-carboxylate in a solution of 0.25 g (0.011 mole) of sodium in 40 ml of dry ethanol are boiled under reflux for 2 hours. After the mixture has cooled, it is neutralized carefully with acetic acid; the solvent is stripped off in vacuo, and the yellowish residue is recrystallized from dioxane. Yield: 1.9 g. Solvent: C(C)O (ethanol). Yields the product CN1C(=CC=2NC3=C(NC(C21)=O)C=CC=C3)C (1,2-Dimethyl-1,4,9,10-tetrahydropyrrolo[3,2-b][1,5]benzodiazepin-10-one). Starting materials: aqueous solution, C(O)([O-])=O.[Na+] (sodium hydrogen carbonate), O1CCCC=C1 (3,4-dihyro-2H-pyran), C1(=CC=C(C=C1)S(=O)(=O)O)C (p-toluenesulfonic acid), hydrate, C([C@@H](O)C)(=O)OCC ((S)-(-)-ethyl lactate). Run in ClCCl (dichloromethane). Run at time 30 minute. Product: O1C(CCCC1)O[C@H](C(=O)OCC)C (ethyl(2S)-2-(3,4,5,6-tetrahydro-2H-pyran-2-yloxy)propionate). The yield is 100.6%. RXN SMILES: [C:1]([O:6][CH2:7][CH3:8])(=[O:5])[C@H:2]([CH3:4])[OH:3].C1(C)C=CC(S(O)(=O)=O)=CC=1.[O:20]1[CH:25]=[CH:24][CH2:23][CH2:22][CH2:21]1.C(=O)([O-])O.[Na+]>ClCCl>[O:20]1[CH2:25][CH2:24][CH2:23][CH2:22][CH:21]1[O:3][C@@H:2]([CH3:4])[C:1]([O:6][CH2:7][CH3:8])=[O:5] |f:3.4|. Procedure: In dichloromethane (200 ml) was dissolved (S)-(-)-ethyl lactate (35.4 g), to which was added, under ice-cooling, p-toluenesulfonic acid.hydrate (570 mg). To the mixture was added dropwise 3,4-dihyro-2H-pyran (30.2 g), taking 30 minutes, followed by stirring for one hour under ice-cooling. To the reaction mixture was added a 5% aqueous solution of sodium hydrogen carbonate (50 ml), which was vigorously stirred, then the organic layer was separated. The organic layer was further washed with a 5% a... RXN SMILES: N1[CH2:5][CH2:4][CH2:3][CH2:2]1.[N:6]1([C:11]2[S:12][CH:13]=[CH:14][C:15]=2[C:16]([N:18]=[N+]=[N-])=[O:17])[CH:10]=[CH:9][CH:8]=[CH:7]1>ClCCl>[N:6]1([C:11]2[S:12][CH:13]=[CH:14][C:15]=2[C:16]([N:18]2[CH2:5][CH2:4][CH2:3][CH2:2]2)=[O:17])[CH:10]=[CH:9][CH:8]=[CH:7]1. The yield is 73.0%. Solvent: ClCCl (dichloromethane). The product is N1(C=CC=C1)C=1SC=CC1C(=O)N1CCCC1 (N-[2-(Pyrrol-1-yl)thiophen-3-ylcarbonyl]pyrrolidine). Reaction conditions: time 12 hour. Procedure: Add 50 ml of pyrrolidine dropwise, at room temperature, to a solution of 2-(pyrrol-1-yl)thiophen-3-ylcarbonyl azide (Heterocycles, (1983), 20, 477) in 500 ml of dichloromethane. The reaction mixture is stirred for 12 hours at room temperature and then washed three times with 150 ml of 1N hydrochloric acid each time and then with 150 ml of water. The organic phase is then dried over calcium chloride and subsequently concentrated to dryness to yield the title compound in the form of an oil. Reactants: N1CCCC1 (pyrrolidine), N1(C=CC=C1)C=1SC=CC1C(=O)N=[N+]=[N-] (2-(pyrrol-1-yl)thiophen-3-ylcarbonyl azide). Starting materials: Cl (HCl), C(C)OC(=O)C1=CC2=C(S1)C=CC(=C2)I (5-iodo-benzo[b]thiophene-2-carboxylic acid ethyl ester), C(C)(C)[Mg]Br (isopropylmagnesium bromide), CN(C=O)C1=NC=CC=C1 (N-methyl-N-pyridin-2-yl-formamide). The solvent is C(Cl)Cl (CH2Cl2). Run at temperature 40 celsius, time 2 hour. Product: C(C)OC(=O)C1=CC2=C(S1)C=CC(=C2)C=O (5-formyl-benzo[b]thiophene-2-carboxylic acid ethyl ester). As a reaction SMILES: [CH2:1]([O:3][C:4]([C:6]1[S:10][C:9]2[CH:11]=[CH:12][C:13](I)=[CH:14][C:8]=2[CH:7]=1)=[O:5])[CH3:2].C([Mg]Br)(C)C.CN(C1C=CC=CN=1)[CH:23]=[O:24].Cl>C(Cl)Cl>[CH2:1]([O:3][C:4]([C:6]1[S:10][C:9]2[CH:11]=[CH:12][C:13]([CH:23]=[O:24])=[CH:14][C:8]=2[CH:7]=1)=[O:5])[CH3:2]. Reported procedure: To a solution of 5-iodo-benzo[b]thiophene-2-carboxylic acid ethyl ester (14.09 g, 42.42 mmol) at 40° C. was slowly added a solution of isopropylmagnesium bromide (0.7 M in THF, 85 mL, 59.5 mmol). The mixture was allowed to stir at 40° C. for 2 h and N-methyl-N-pyridin-2-yl-formamide (7.65 mL, 63.9 mmol) was added slowly. After warming to rt, the mixture was allowed to stir for additional 2.5 h. To the mixture was carefully added 250 mL of 1N HCl. After stirring for 10 min, the reaction mixture w...